Task: describe an organic reaction: reactants, conditions, products, and yield. Dataset: the Open Reaction Database (ORD), a public repository of structured organic reaction records Starting materials: ClC1=CC=C(C=C1)S(=O)(=O)N1C2C(C(CC1CCC2)=O)=CO (9-(4-chlorophenylsulfonyl)-2-(hydroxymethylene)-9-azabicyclo[3.3.1]nonan-3-one), NC1=NNC(=C1)C1=CC=CC=C1 (3-amino-5-phenylpyrazole). Yields the product ClC1=CC=C(C=C1)S(=O)(=O)N1C2C=3C=NC4=CC(=NN4C3CC1CCC2)C2=CC=CC=C2 (16-(4-Chloro-benzenesulfonyl)-7-phenyl-4,8,9,16-tetraaza-tetracyclo-[10,3,1,02,10,05,9]-hexadeca-2(10),3,5,7-tetraene). Reaction SMILES: [Cl:1][C:2]1[CH:7]=[CH:6][C:5]([S:8]([N:11]2[CH:16]3[CH2:17][CH2:18][CH2:19][CH:12]2[C:13](=[CH:21]O)[C:14](=O)[CH2:15]3)(=[O:10])=[O:9])=[CH:4][CH:3]=1.[NH2:23][C:24]1[CH:28]=[C:27]([C:29]2[CH:34]=[CH:33][CH:32]=[CH:31][CH:30]=2)[NH:26][N:25]=1>>[Cl:1][C:2]1[CH:7]=[CH:6][C:5]([S:8]([N:11]2[CH:16]3[CH2:17][CH2:18][CH2:19][CH:12]2[C:13]2[CH:21]=[N:23][C:24]4[N:25]([C:14]=2[CH2:15]3)[N:26]=[C:27]([C:29]2[CH:34]=[CH:33][CH:32]=[CH:31][CH:30]=2)[CH:28]=4)(=[O:10])=[O:9])=[CH:4][CH:3]=1. Procedure details: Prepared as described in Example 5 using 9-(4-chlorophenylsulfonyl)-2-(hydroxymethylene)-9-azabicyclo[3.3.1]nonan-3-one which was prepared as described in Example 34 and 3-amino-5-phenylpyrazole. Reactants: ClC(C(=O)O)CC1=CC=C(C=C1)OCC(C)(C1=CC=CC=C1)C (2-chloro-3-[4-(2-methyl-2-phenylpropyloxy)phenyl]propionic acid), NC(=S)N (thiourea), S1(=O)(=O)CCCC1 (sulfolane), Cl (HCl). Run in O (water). Yields the product CC(COC1=CC=C(CC2C(NC(S2)=O)=O)C=C1)(C)C1=CC=CC=C1 (5-[4-(2-methyl-2-phenylpropyloxy)benzyl]thiazolidine-2,4-dione). Reaction SMILES: Cl[CH:2]([CH2:6][C:7]1[CH:12]=[CH:11][C:10]([O:13][CH2:14][C:15]([CH3:23])([C:17]2[CH:22]=[CH:21][CH:20]=[CH:19][CH:18]=2)[CH3:16])=[CH:9][CH:8]=1)[C:3]([OH:5])=O.[NH2:24][C:25](N)=[S:26].S1(CCCC1)(=O)=[O:29].Cl>O>[CH3:16][C:15]([C:17]1[CH:22]=[CH:21][CH:20]=[CH:19][CH:18]=1)([CH3:23])[CH2:14][O:13][C:10]1[CH:11]=[CH:12][C:7]([CH2:6][CH:2]2[S:26][C:25](=[O:29])[NH:24][C:3]2=[O:5])=[CH:8][CH:9]=1. Procedure details: 333 mg of 2-chloro-3-[4-(2-methyl-2-phenylpropyloxy)phenyl]propionic acid and 150 mg of thiourea are heated with 2 ml of sulfolane at 120° C. for 1.5 hours and, following the addition of 2 ml of 6 N-HCl, the mixture is further heated for 5 hours, at the end of which time 10 ml of water is added. The resulting crystals are recovered by filtration. By the above procedure is obtained 310 mg of 5-[4-(2-methyl-2-phenylpropyloxy)benzyl]thiazolidine-2,4-dione. Reactants: C(C1=CC=CC=C1)(=O)OC1C(C(C1)CO)CBr (1-Benzoyloxy-2-bromomethyl-3-hydroxymethylcyclobutane), [F-].C(CCC)[N+](CCCC)(CCCC)CCCC (tetra-n-butylammonium fluoride), C1CCOC1 (THF). Solvent: C(Cl)Cl (methylene chloride). Conditions: time 8 hour. Product: C(C1=CC=CC=C1)(=O)OC1C(C(C1)CO)=C (1-Benzoyloxy-3-hydroxymethyl-2-methylenecyclobutane). The yield is 84.4%. As a reaction SMILES: [C:1]([O:9][CH:10]1[CH2:13][CH:12]([CH2:14][OH:15])[CH:11]1[CH2:16]Br)(=[O:8])[C:2]1[CH:7]=[CH:6][CH:5]=[CH:4][CH:3]=1.[F-].C([N+](CCCC)(CCCC)CCCC)CCC.C1COCC1>C(Cl)Cl>[C:1]([O:9][CH:10]1[CH2:13][CH:12]([CH2:14][OH:15])[C:11]1=[CH2:16])(=[O:8])[C:2]1[CH:7]=[CH:6][CH:5]=[CH:4][CH:3]=1 |f:1.2|. Reported procedure: 1-Benzoyloxy-2-bromomethyl-3-hydroxymethylcyclobutane (2.5 g, 8.36 mmol) from Step F and tetra-n-butylammonium fluoride ((8.1 g, 25 mmol) were combined in 200 mL of freshly distilled THF and the reaction mixture was stirred at ambient temperature, under a nitrogen atmosphere, overnight. The volume of the reaction mixture was then reduced to 25 mL and this was dissolved in 250 mL of methylene chloride. The methylene chloride solution was washed with 150 mL of water, dried over anhydrous magnesium... Starting materials: COC=1C=C(C=CC1)CNC (1-(3-Methoxyphenyl)-N-methylmethanamine), ClC=1C=C(C(CBr)=O)C=CC1Cl (3,4-dichlorophenacyl bromide). Run in C(C)N(CC)CC (triethylamine). The product is ClC=1C=C(C=CC1Cl)C(CN(C)CC1=CC(=CC=C1)OC)=O (1-(3,4-dichlorophenyl)-2-((3-methoxybenzyl)(methyl)amino)ethanone). As a reaction SMILES: [CH3:1][O:2][C:3]1[CH:4]=[C:5]([CH2:9][NH:10][CH3:11])[CH:6]=[CH:7][CH:8]=1.[Cl:12][C:13]1[CH:14]=[C:15]([CH:20]=[CH:21][C:22]=1[Cl:23])[C:16](=[O:19])[CH2:17]Br>C(N(CC)CC)C>[Cl:12][C:13]1[CH:14]=[C:15]([C:16](=[O:19])[CH2:17][N:10]([CH2:9][C:5]2[CH:6]=[CH:7][CH:8]=[C:3]([O:2][CH3:1])[CH:4]=2)[CH3:11])[CH:20]=[CH:21][C:22]=1[Cl:23]. Procedure: 1-(3-Methoxyphenyl)-N-methylmethanamine is reacted with 3,4-dichlorophenacyl bromide in the presence of triethylamine to give 1-(3,4-dichlorophenyl)-2-((3-methoxybenzyl)(methyl)amino)ethanone. Reduction of this ketone by sodium borohydride yields 1-(3,4-dichlorophenyl)-2-((3-methoxybenzyl)(methyl)amino)ethanol, which undergoes acid mediated cyclization to give 4-(3,4-dichlorophenyl)-7-methoxy-2-methyl-1,2,3,4-tetrahydroisoquinoline. This racemic tetraisoquinoline derivative can be separated via ... The reactants are FC1=CC=C(C=C1)CC(C)(C1=CC=C(C=C1)F)N (1,2-bis(4-fluorophenyl)-2-propylamine), C(=O)(OCC1=CC=CC=C1)NCC(=O)NCC(=O)O (N-CBZ-glycylglycine), C1(CCCCC1)N=C=NC1CCCCC1 (dicyclohexylcarbodiimide). The solvent is C(Cl)(Cl)Cl (chloroform), C(Cl)(Cl)Cl (chloroform). Reaction conditions: time 3 hour. Product: NCC(=O)NCC(=O)NC(CC1=CC=C(C=C1)F)(C)C1=CC=C(C=C1)F (2-glycinamido-N-[1,2-bis(4-fluorophenyl)-1-methylethyl]acetamide). Isolated yield 29.6%. Reaction SMILES: [F:1][C:2]1[CH:7]=[CH:6][C:5]([CH2:8][C:9]([NH2:18])([C:11]2[CH:16]=[CH:15][C:14]([F:17])=[CH:13][CH:12]=2)[CH3:10])=[CH:4][CH:3]=1.C([NH:29][CH2:30][C:31]([NH:33][CH2:34][C:35](O)=[O:36])=[O:32])(OCC1C=CC=CC=1)=O.C1(N=C=NC2CCCCC2)CCCCC1>C(Cl)(Cl)Cl>[NH2:29][CH2:30][C:31]([NH:33][CH2:34][C:35]([NH:18][C:9]([C:11]1[CH:12]=[CH:13][C:14]([F:17])=[CH:15][CH:16]=1)([CH3:10])[CH2:8][C:5]1[CH:6]=[CH:7][C:2]([F:1])=[CH:3][CH:4]=1)=[O:36])=[O:32]. Procedure details: To a stirred solution of 1,2-bis(4-fluorophenyl)-2-propylamine (8.47 g, 0.034 mol) in 200 ml of chloroform under nitrogen, was added N-CBZ-glycylglycine (9.13 g, 0.034 mol) and then a solution of dicyclohexylcarbodiimide (7.43 g, 0.036 mol) in 100 ml of chloroform and the mixture stirred for 72 hours. The precipitated solid was removed by filtration and the solvent evaporated. The residue was treated with ethylacetate (125 ml), filtered, an additional 250 ml of ethylacetate added and then washed... Starting materials: O (water), BrC1=NC=C(C=C1)O (2-Bromo-5-hydroxypyridine), C1(CCCC1)I (cyclopentyl iodide), [H-].[Na+] (NaH). Solvent: CN(C)C=O (DMF). Conditions: temperature 120 celsius, time 3 day. Yields the product BrC1=NC=C(C=C1)OC1CCCC1 (2-Bromo-5-cyclopentyloxy-pyridine). The yield is 45.0%. As a reaction SMILES: [Br:1][C:2]1[CH:7]=[CH:6][C:5]([OH:8])=[CH:4][N:3]=1.[H-].[Na+].[CH:11]1(I)[CH2:15][CH2:14][CH2:13][CH2:12]1.O>CN(C=O)C>[Br:1][C:2]1[CH:7]=[CH:6][C:5]([O:8][CH:11]2[CH2:15][CH2:14][CH2:13][CH2:12]2)=[CH:4][N:3]=1 |f:1.2|. Reported procedure: 2-Bromo-5-hydroxypyridine (3 mmol) is dissolved in DMF (10 ml) and NaH (1.4 eq., 60% suspension in liquid paraffin) is added. After 30 min cyclopentyl iodide (2.2 eq.) is added and the reaction solution is stirred 3 days at 120° C. The reaction solution is pored into water and extracted with methyl-tert.-butyl ether. The combined organic layers are dried over MgSO4 and the solvent is removed in vacuo. 2-Bromo-5-cyclopentyloxy-pyridine is obtained after column chromatography (heptane/ethylacetate... The reactants are COCOCC(=O)OC (Methyl methoxymethyloxyacetate), [OH-].[Na+] (sodium hydroxide), solution. The solvent is CO (methanol). Yields the product COCOCC(=O)[O-].[Na+] (sodium methoxymethyloxyacetate). As a reaction SMILES: [CH3:1][O:2][CH2:3][O:4][CH2:5][C:6]([O:8]C)=[O:7].[OH-].[Na+:11]>CO>[CH3:1][O:2][CH2:3][O:4][CH2:5][C:6]([O-:8])=[O:7].[Na+:11] |f:1.2,4.5|. Procedure details: Methyl methoxymethyloxyacetate (19.06 g) in methanol (20 ml.) is treated with aqueous sodium hydroxide (57 ml. of a 2.5 N solution) over a period of 30 minutes. The methanol is evaporated under reduced pressure and the aqueous residue lyophilized giving sodium methoxymethyloxyacetate. The sodium salt is dispersed in benzene (250 ml.) and treated with pyridine (1 ml.). Oxalyl chloride (30 ml.) is added with ice-bath cooling. The resulting mixture is stirred in the cold until gas evolution ceases,... The reactants are CO, CCOC(=O)C(C)Oc1ccc(CNc2ccc(Cl)cc2)cc1, [K+], [OH-]. Product: CC(Oc1ccc(CNc2ccc(Cl)cc2)cc1)C(=O)O. As a reaction SMILES: [CH3:26][OH:27].[Cl:1][c:2]1[cH:3][cH:4][c:5]([NH:6][CH2:7][c:8]2[cH:9][cH:10][c:11]([O:12][CH:13]([C:14](=[O:15])[O:16][CH2:17][CH3:18])[CH3:19])[cH:20][cH:21]2)[cH:22][cH:23]1.[K+:25].[OH-:24]>>[Cl:1][c:2]1[cH:3][cH:4][c:5]([NH:6][CH2:7][c:8]2[cH:9][cH:10][c:11]([O:12][CH:13]([C:14](=[O:15])[OH:16])[CH3:19])[cH:20][cH:21]2)[cH:22][cH:23]1.